describe an organic reaction: reactants, conditions, products, and yield From a dataset of the Open Reaction Database (ORD), a public repository of structured organic reaction records. The reactants are C(C)(C)(C)OC(=O)N[C@@H](COCC)C(=O)OC (methyl N-(tert-butoxycarbonyl)-O-ethylserinate), [H-].[Al+3].[Li+].[H-].[H-].[H-] (lithium aluminum hydride). Run in O (water), C1CCOC1 (THF). Conditions: time 1 hour. The product is C(C)OCC(CO)NC(OC(C)(C)C)=O (tert-butyl (1-ethoxy-3-hydroxypropan-2-yl)carbamate). RXN SMILES: [C:1]([O:5][C:6]([NH:8][C@H:9]([C:14](OC)=[O:15])[CH2:10][O:11][CH2:12][CH3:13])=[O:7])([CH3:4])([CH3:3])[CH3:2].[H-].[Al+3].[Li+].[H-].[H-].[H-]>C1COCC1.O>[CH2:12]([O:11][CH2:10][CH:9]([NH:8][C:6](=[O:7])[O:5][C:1]([CH3:4])([CH3:3])[CH3:2])[CH2:14][OH:15])[CH3:13] |f:1.2.3.4.5.6|. Procedure: To a solution of methyl N-(tert-butoxycarbonyl)-O-ethylserinate (2.7 g, 10.9 mmol) in THF (40 mL) was added lithium aluminum hydride (0.84 g, 22 mmol) at 0° C. The reaction mixture was allowed to warm to ambient temperature. After 1 hour, the reaction mixture was diluted with water, filtered, and concentrated under reduced pressure to give tert-butyl (1-ethoxy-3-hydroxypropan-2-yl)carbamate which was used without further purification. MS ESI calc'd. for C10H22NO4 [M+H]+ 220. found 220. 1H NMR (4... The reactants are Cc1ccccc1, O=C(O)c1ccc(I)cc1, CN(C)C=O, O=S(Cl)Cl. The product is O=C(Cl)c1ccc(I)cc1. As a reaction SMILES: [CH3:11][c:12]1[cH:13][cH:14][cH:15][cH:16][cH:17]1.[I:1][c:2]1[cH:3][cH:4][c:5]([C:6](=[O:7])[OH:8])[cH:9][cH:10]1.[O:22]=[CH:23][N:24]([CH3:25])[CH3:26].[S:18]([Cl:19])([Cl:20])=[O:21]>>[I:1][c:2]1[cH:3][cH:4][c:5]([C:6](=[O:7])[Cl:20])[cH:9][cH:10]1. The reactants are N(=O)[O-].[Na+] (NaNO2), Cl (HCl), NC=1C(=C2NC(C(NC2=CC1C(F)(F)F)=O)=O)Cl (6-amino-5-chloro-7-trifluoromethyl-1,4-dihydroquinoxaline-2,3-dione). The reagents and catalysts are Cl[Cu] (CuCl). The solvent is O (H2O), O (H2O), O (H2O), OS(=O)(=O)O (H2SO4). Conditions: time 1 hour. Yields the product ClC1=C2NC(C(NC2=CC(=C1Cl)C(F)(F)F)=O)=O (5,6-Dichloro-7-trifluoromethyl-1,4-dihydroquinoxaline-2,3-dione). Yield: 74.0%. As a reaction SMILES: N[C:2]1[C:3]([Cl:18])=[C:4]2[C:9](=[CH:10][C:11]=1[C:12]([F:15])([F:14])[F:13])[NH:8][C:7](=[O:16])[C:6](=[O:17])[NH:5]2.N([O-])=O.[Na+].[ClH:23]>OS(O)(=O)=O.O.Cl[Cu]>[Cl:18][C:3]1[C:2]([Cl:23])=[C:11]([C:12]([F:15])([F:14])[F:13])[CH:10]=[C:9]2[C:4]=1[NH:5][C:6](=[O:17])[C:7](=[O:16])[NH:8]2 |f:1.2|. Procedure: A mixture of 25 mg (0.089 mmol) of 6-amino-5-chloro-7-trifluoromethyl-1,4-dihydroquinoxaline-2,3-dione in 1 mL of concentrated H2SO4 (97%) was stirred in an ice-bath for 1 h. To the resulting yellow solution was added dropwise solution of 40 mg (0.58 mmol) of NaNO2 in 0.5 mL of H2O and the solution was stirred in an ice-bath for 2 h. To the resulting red solution was added an icy cooled solution of 60 mg of CuCl in 0.8 mL of 6N HCl and the resulting mixture was stirred in ice-bath for 2 h, then ... Yield: 96.0%. Reaction SMILES: [C:1]([C:3]1[CH:8]=[CH:7][C:6]([OH:9])=[CH:5][CH:4]=1)#[N:2].[CH2:10](Br)[CH:11]=[CH2:12].C(=O)([O-])[O-].[K+].[K+]>CC(C)=O>[CH2:12]([O:9][C:6]1[CH:7]=[CH:8][C:3]([C:1]#[N:2])=[CH:4][CH:5]=1)[CH:11]=[CH2:10] |f:2.3.4|. Yields the product C(C=C)OC1=CC=C(C#N)C=C1 (4-allyloxy benzonitrile). The reactants are C(#N)C1=CC=C(C=C1)O (4-cyanophenol), C(C=C)Br (allyl bromide), C([O-])([O-])=O.[K+].[K+] (potassium carbonate). The solvent is CC(=O)C (acetone). Run at time 4 hour. Procedure: A mixture comprising 29.75 g of 4-cyanophenol, 33.27 g of allyl bromide, 41.46 g of potassium carbonate and 350 ml of acetone, was refluxed under stirring for 4 hours. Acetone was distilled, and water was added to the residue. The mixture was extracted with benzene. The benzene layer was washed sequentially with a 5% sodium hydroxide aqueous solution and water, and dried over sodium sulfate. Then, the solvent was distilled off to obtain a pale yellow oily substance. The residual substance was cr... Reactants: C(C)NC1=C2N=C(N=C2NC=N1)C(C)C (6-ethylamino-8-isopropyl-3H-purine), C1(CCCC1)OC=1C=C(CCl)C=CC1OC (3-cyclopentyloxy-4-methoxybenzylchloride). Solvent: C(C)#N (acetonitrile). Reaction conditions: time 24 hour. The product is Cl.C(C)NC1=C2N=C(N=C2N(C=N1)CC1=CC(=C(C=C1)OC)OC1CCCC1)C(C)C (6-Ethylamino-3-(3-Cyclopentyloxy-4-methoxybenzyl)-8-isopropyl-3H-purine hydrochloride). The yield is 58.2%. Reaction SMILES: [CH2:1]([NH:3][C:4]1[N:12]=[CH:11][NH:10][C:9]2[C:5]=1[N:6]=[C:7]([CH:13]([CH3:15])[CH3:14])[N:8]=2)[CH3:2].[CH:16]1([O:21][C:22]2[CH:23]=[C:24]([CH:27]=[CH:28][C:29]=2[O:30][CH3:31])[CH2:25][Cl:26])[CH2:20][CH2:19][CH2:18][CH2:17]1>C(#N)C>[ClH:26].[CH2:1]([NH:3][C:4]1[N:12]=[CH:11][N:10]([CH2:25][C:24]2[CH:27]=[CH:28][C:29]([O:30][CH3:31])=[C:22]([O:21][CH:16]3[CH2:20][CH2:19][CH2:18][CH2:17]3)[CH:23]=2)[C:9]2[C:5]=1[N:6]=[C:7]([CH:13]([CH3:14])[CH3:15])[N:8]=2)[CH3:2] |f:3.4|. Procedure details: 6-ethylamino-8-isopropyl-3H-purine (7.52 g, 36.65 mmol) and 3-cyclopentyloxy-4-methoxybenzylchloride (10.59 g, 43.98 mmol) were dissolved in acetonitrile (30 ml) in a high pressure vessel and the resulting mixture heated are 120° C. for 24 hours. On cooling to room temperature a solid precipitated from the solution. The solvent was removed in vacuo, cold water (10 ml) and diethyl ether (100 ml) were added to the solid residue, the mixture stirred vigourously and then filtered. The filter cake wa... The reactants are Cl.C(C1=CC=CC=C1)(=N)N (benzamidine hydrochloride), C[O-].[Na+] (sodium methylate), O1CCCC1 (tetrahydrofuran), C[O-].[Na+] (sodium methylate), ω-bromo-1-acetonaphthone, O1CCCC1 (tetrahydrofuran). Run at temperature 25 celsius. The product is C1(=CC=CC=C1)C=1NC=C(N1)C1=CC=CC2=CC=CC=C12 (2-phenyl-4-(1-naphthyl) imidazole). As a reaction SMILES: Cl.[C:2]([NH2:10])(=[NH:9])[C:3]1[CH:8]=[CH:7][CH:6]=[CH:5][CH:4]=1.C[O-].[Na+].O1[CH2:18][CH2:17][CH2:16][CH2:15]1>>[C:3]1([C:2]2[NH:9][CH:15]=[C:16]([C:17]3[C:18]4[C:18](=[CH:2][CH:3]=[CH:4][CH:5]=4)[CH:17]=[CH:16][CH:15]=3)[N:10]=2)[CH:8]=[CH:7][CH:6]=[CH:5][CH:4]=1 |f:0.1,2.3|. Procedure: A suspension consisting of 31.3 g (0.20 mol) of benzamidine hydrochloride, 10.8 g (0.20 mol) of sodium methylate, and 150 mL of tetrahydrofuran was heated under reflux for one hour. After cooling to 25° C., a solution consisting of 49.8 g (0.2 mol) of ω-bromo-1-acetonaphthone and 100 mL of tetrahydrofuran was added dropwise such that the internal temperature did not exceed 30° C. After completion of addition, 10.8 g (0.20 mol) of sodium methylate was added, and the mixture was heated under reflu... Starting materials: N(=NC(=O)OCC)C(=O)OCC (diethyl azodicarboxylate), O[C@@H]1C(N(CC1)CC#CCN1CCCC1)=O ((S)-3-hydroxy-1-[4-(1-pyrrolidinyl)-2-butynyl]-2-pyrrolidinone), C1(=CC=CC=C1)P(C1=CC=CC=C1)C1=CC=CC=C1 (triphenylphosphine), [N+](=O)([O-])C1=CC=C(C(=O)O)C=C1 (4-nitrobenzoic acid). Run in O1CCCC1 (tetrahydrofuran), O1CCCC1 (tetrahydrofuran). Run at time 8 hour. Product: [N+](=O)([O-])C1=CC=C(C(=O)O[C@H]2C(N(CC2)CC#CCN2CCCC2)=O)C=C1 ((R)-3-[(4-Nitrobenzoyl)oxy]-1-[4-(1-pyrrolidinyl)-2-butynyl]-2-pyrrolidinon). Isolated yield 79.8%. As a reaction SMILES: N(C(OCC)=O)=NC(OCC)=O.[OH:13][C@H:14]1[CH2:18][CH2:17][N:16]([CH2:19][C:20]#[C:21][CH2:22][N:23]2[CH2:27][CH2:26][CH2:25][CH2:24]2)[C:15]1=[O:28].C1(P(C2C=CC=CC=2)C2C=CC=CC=2)C=CC=CC=1.[N+:48]([C:51]1[CH:59]=[CH:58][C:54]([C:55](O)=[O:56])=[CH:53][CH:52]=1)([O-:50])=[O:49]>O1CCCC1>[N+:48]([C:51]1[CH:52]=[CH:53][C:54]([C:55]([O:13][C@@H:14]2[CH2:18][CH2:17][N:16]([CH2:19][C:20]#[C:21][CH2:22][N:23]3[CH2:24][CH2:25][CH2:26][CH2:27]3)[C:15]2=[O:28])=[O:56])=[CH:58][CH:59]=1)([O-:50])=[O:49]. Procedure details: A solution of 0.9 g of diethyl azodicarboxylate in 5 ml of tetrahydrofuran was added dropwise to a solution of 0.9 g of (S)-3-hydroxy-1-[4-(1-pyrrolidinyl)-2-butynyl]-2-pyrrolidinone, 1.1 g of triphenylphosphine and 0.9 g of 4-nitrobenzoic acid in 30 ml of dry tetrahydrofuran. The mixture was stirred overnight and the solvent was removed in vacuo. The residue was purified by chromatography (silica gel), giving 1.2 g of the desired product as off white crystals, [α]D26° =+41°-(dichloromethane); m... Reactants: C1(=CC=CC=C1)C1(OCCO1)C1=CC=C(S1)C1C(NC(O1)=O)=O (5-[5-(2-Phenyl-1,3-dioxolan-2-yl)-2-thienyl]-oxazolidine-2,4-dione), CCOCC (ether), Cl (hydrochloric acid). Solvent: C(C)(=O)OCC (Ethyl acetate). Product: C(C1=CC=CC=C1)(=O)C1=CC=C(S1)C1C(NC(O1)=O)=O (5-(5-Benzoyl-2-thienyl)oxazolidine-2,4-dione). As a reaction SMILES: [C:1]1([C:7]2([C:12]3[S:16][C:15]([CH:17]4[O:21][C:20](=[O:22])[NH:19][C:18]4=[O:23])=[CH:14][CH:13]=3)OCC[O:8]2)[CH:6]=[CH:5][CH:4]=[CH:3][CH:2]=1.CCOCC.Cl>C(OCC)(=O)C>[C:7]([C:12]1[S:16][C:15]([CH:17]2[O:21][C:20](=[O:22])[NH:19][C:18]2=[O:23])=[CH:14][CH:13]=1)(=[O:8])[C:1]1[CH:6]=[CH:5][CH:4]=[CH:3][CH:2]=1. Procedure: 5-[5-(2-Phenyl-1,3-dioxolan-2-yl)-2-thienyl]-oxazolidine-2,4-dione (0.40 g.) was dissolved in 30 ml. of ether and stirred with 10 ml. of 6 N hydrochloric acid at room temperature for 1 hour. Ethyl acetate (10 ml.) was added, and the organic layer was separated and evaporated in vacuo to dryness (0.388 g.). Chromatography on 50 ml. of silica gel, eluted with 1:1 hexane:ethyl acetate/5% acetic acid and monitored by tlc, gave in early fractions purified 5-(5-benzoyl-2-thienyl)oxazolidine-2,4-dione ...